Dataset: the Open Reaction Database (ORD), a public repository of structured organic reaction records. Task: describe an organic reaction: reactants, conditions, products, and yield The reactants are NC1=NNC=C1 (3-amino-1H-pyrazole), ClC1=C(CBr)C=CC(=C1)Cl (2,4-dichlorobenzyl bromide). The product is ClC1=C(CN2N=C(C=C2)N)C=CC(=C1)Cl (1-(2,4-Dichloro-benzyl)-1H-pyrazol-3-ylamine), solid. The yield is 52.0%. RXN SMILES: [NH2:1][C:2]1[CH:6]=[CH:5][NH:4][N:3]=1.[Cl:7][C:8]1[CH:15]=[C:14]([Cl:16])[CH:13]=[CH:12][C:9]=1[CH2:10]Br>>[Cl:7][C:8]1[CH:15]=[C:14]([Cl:16])[CH:13]=[CH:12][C:9]=1[CH2:10][N:4]1[CH:5]=[CH:6][C:2]([NH2:1])=[N:3]1. Reported procedure: Prepared in analogy to example 10a) starting with 3-amino-1H-pyrazole and 2,4-dichlorobenzyl bromide. The title compound was obtained as a light yellow solid (Yield=52%). MS ISP (m/e): 242.2 (100) [(M+H)+]. Starting materials: [Br-], NC(=O)c1ccc(Br)c2c1[nH]c1cc(C=O)ccc12, C1CCOC1, CC(C)(C)[O-], C[P+](c1ccccc1)(c1ccccc1)c1ccccc1, [K+], O. The product is C=Cc1ccc2c(c1)[nH]c1c(C(N)=O)ccc(Br)c12. Reaction SMILES: [Br-:32].[Br:7][c:8]1[cH:9][cH:10][c:11]([C:23](=[O:24])[NH2:25])[c:12]2[nH:13][c:14]3[cH:15][c:16]([CH:21]=[O:22])[cH:17][cH:18][c:19]3[c:20]12.[CH2:27]1[O:28][CH2:29][CH2:30][CH2:31]1.[CH3:1][C:2]([CH3:3])([O-:4])[CH3:5].[CH3:33][P+:34]([c:35]1[cH:36][cH:37][cH:38][cH:39][cH:40]1)([c:41]1[cH:42][cH:43][cH:44][cH:45][cH:46]1)[c:47]1[cH:48][cH:49][cH:50][cH:51][cH:52]1.[K+:6].[OH2:26]>>[CH2:1]=[CH:21][c:16]1[cH:15][c:14]2[nH:13][c:12]3[c:11]([C:23](=[O:24])[NH2:25])[cH:10][cH:9][c:8]([Br:7])[c:20]3[c:19]2[cH:18][cH:17]1. Starting materials: C1CCOC1, CCOC(C)=O, NC1CC1, O=C(Cl)C(=O)Cl, ClCCl, O=C(O)c1cc([N+](=O)[O-])n[nH]1, CN(C)C=O, c1ccncc1. The product is O=C(NC1CC1)c1cc([N+](=O)[O-])n[nH]1. RXN SMILES: [CH2:31]1[O:32][CH2:33][CH2:34][CH2:35]1.[CH3:36][CH2:37][O:38][C:39](=[O:40])[CH3:41].[CH:18]1([NH2:21])[CH2:19][CH2:20]1.[Cl:1][C:2]([C:3]([Cl:4])=[O:5])=[O:6].[Cl:28][CH2:29][Cl:30].[N+:7](=[O:8])([O-:9])[c:10]1[n:11][nH:12][c:13]([C:15](=[O:16])[OH:17])[cH:14]1.[O:42]=[CH:43][N:44]([CH3:45])[CH3:46].[cH:22]1[cH:23][cH:24][n:25][cH:26][cH:27]1>>[N+:7](=[O:8])([O-:9])[c:10]1[n:11][nH:12][c:13]([C:15](=[O:17])[NH:21][CH:18]2[CH2:19][CH2:20]2)[cH:14]1. Reactants: ClC1=NC(=NC(=N1)N1CCOCC1)N1C(=NC2=C1C=CC=C2OC)C(F)F (1-[4-chloro-6-(4-morpholinyl)-1,3,5-triazin-2-yl]-2-(difluoromethyl)-4-methoxy-1H-benzimidazole), N1=CC(=CC=C1)B(O)O (3-pyridinylboronic acid). Product: FC(C1=NC2=C(N1C1=NC(=NC(=N1)N1CCOCC1)C=1C=NC=CC1)C=CC=C2OC)F (2-(difluoromethyl)-4-methoxy-1-[4-(4-morpholinyl)-6-(3-pyridinyl)-1,3,5-triazin-2-yl]-1H-benzimidazole). Isolated yield 61.0%. Reaction SMILES: Cl[C:2]1[N:7]=[C:6]([N:8]2[CH2:13][CH2:12][O:11][CH2:10][CH2:9]2)[N:5]=[C:4]([N:14]2[C:18]3[CH:19]=[CH:20][CH:21]=[C:22]([O:23][CH3:24])[C:17]=3[N:16]=[C:15]2[CH:25]([F:27])[F:26])[N:3]=1.[N:28]1[CH:33]=[CH:32][CH:31]=[C:30](B(O)O)[CH:29]=1>>[F:26][CH:25]([F:27])[C:15]1[N:14]([C:4]2[N:5]=[C:6]([N:8]3[CH2:13][CH2:12][O:11][CH2:10][CH2:9]3)[N:7]=[C:2]([C:30]3[CH:29]=[N:28][CH:33]=[CH:32][CH:31]=3)[N:3]=2)[C:18]2[CH:19]=[CH:20][CH:21]=[C:22]([O:23][CH3:24])[C:17]=2[N:16]=1. Procedure: Reaction of 1-[4-chloro-6-(4-morpholinyl)-1,3,5-triazin-2-yl]-2-(difluoromethyl)-4-methoxy-1H-benzimidazole (Example 2) and 3-pyridinylboronic acid, as in Example 47, gave 2-(difluoromethyl)-4-methoxy-1-[4-(4-morpholinyl)-6-(3-pyridinyl)-1,3,5-triazin-2-yl]-1H-benzimidazole in 61% yield: mp (CH2Cl2/MeOH) 208-210° C.; 1H NMR (DMSO-d6) δ 9.59 (dd, J=2.2, 0.7 Hz, 1H), 8.85 (dd, J=4.8, 1.7 Hz, 1H), 8.75 (dt, J=8.0, 1.9 Hz, 1H), 8.35 (dd, J=8.4, 0.4 Hz, 1H), 7.83 (t, Jjw=52.6 Hz, 1H), 7.66 (ddd, J=8....